This data is from the Open Reaction Database (ORD), a public repository of structured organic reaction records. The task is: describe an organic reaction: reactants, conditions, products, and yield Reaction SMILES: [Cl:1][c:2]1[n:3][c:4]([S:21][CH3:22])[n:5][c:6]([N:10]2[CH2:11][CH2:12][c:13]3[c:14]([cH:17][cH:18][cH:19][cH:20]3)[CH2:15][CH2:16]2)[c:7]1[C:8]#[N:9].[NH2:24][NH2:25].[O:26]1[CH2:27][CH2:28][O:29][CH2:30][CH2:31]1.[OH2:23].[OH2:32]>>[c:2]1([NH:24][NH2:25])[n:3][c:4]([S:21][CH3:22])[n:5][c:6]([N:10]2[CH2:11][CH2:12][c:13]3[c:14]([cH:17][cH:18][cH:19][cH:20]3)[CH2:15][CH2:16]2)[c:7]1[C:8]#[N:9]. Starting materials: CSc1nc(Cl)c(C#N)c(N2CCc3ccccc3CC2)n1, NN, C1COCCO1, O, O. Yields the product CSc1nc(NN)c(C#N)c(N2CCc3ccccc3CC2)n1. RXN SMILES: [Br:1][c:2]1[c:3]([OH:16])[c:4]([C:5](=[O:6])[O:7][CH2:8][CH3:9])[cH:10][c:11]([N+:13](=[O:14])[O-:15])[cH:12]1.[O:22]=[CH:23][N:24]([CH3:25])[CH3:26].[P:17]([Cl:18])([Cl:19])([Cl:20])=[O:21]>>[Br:1][c:2]1[c:3]([Cl:19])[c:4]([C:5](=[O:6])[O:7][CH2:8][CH3:9])[cH:10][c:11]([N+:13](=[O:14])[O-:15])[cH:12]1. The product is CCOC(=O)c1cc([N+](=O)[O-])cc(Br)c1Cl. Reactants: CCOC(=O)c1cc([N+](=O)[O-])cc(Br)c1O, CN(C)C=O, O=P(Cl)(Cl)Cl. The reactants are CC(C)(C)OC(=O)CN(Cc1cccc(C#N)c1)C(=O)OC(C)(C)C, CCO, NO. Product: CC(C)(C)OC(=O)CN(Cc1cccc(C(=N)NO)c1)C(=O)OC(C)(C)C. Reaction SMILES: [C:1]([CH3:2])([CH3:3])([CH3:4])[O:5][C:6]([CH2:7][N:8]([CH2:9][c:10]1[cH:11][c:12]([C:16]#[N:17])[cH:13][cH:14][cH:15]1)[C:18](=[O:19])[O:20][C:21]([CH3:22])([CH3:23])[CH3:24])=[O:25].[CH3:28][CH2:29][OH:30].[NH2:26][OH:27]>>[C:1]([CH3:2])([CH3:3])([CH3:4])[O:5][C:6]([CH2:7][N:8]([CH2:9][c:10]1[cH:11][c:12]([C:16](=[NH:17])[NH:26][OH:27])[cH:13][cH:14][cH:15]1)[C:18](=[O:19])[O:20][C:21]([CH3:22])([CH3:23])[CH3:24])=[O:25]. Starting materials: S(O)(O)(=O)=O (sulfuric acid), NC1=C(C(=O)C2=CC(=C(C=C2)OC)OC)C=C(C(=C1)OC)OC (2-amino-4,5,3',4'-tetramethoxybenzophenone), CCOC(=O)CC(=O)CC(=O)OCC (diethyl acetonedicarboxylate). The solvent is C(C)(=O)O (acetic acid). Run at temperature 100 celsius, time 2.5 hour. Yields the product COC=1C=C(C=CC1OC)C1=C(C(=NC2=CC(=C(C=C12)OC)OC)CC(=O)OCC)C(=O)OCC (ethyl 4-(3,4-dimethoxyphenyl)-6,7-dimethoxy-3-ethoxycarbonylquinoline-2-acetate). The yield is 64.1%. RXN SMILES: S(=O)(=O)(O)O.[NH2:6][C:7]1[CH:24]=[C:23]([O:25][CH3:26])[C:22]([O:27][CH3:28])=[CH:21][C:8]=1[C:9]([C:11]1[CH:16]=[CH:15][C:14]([O:17][CH3:18])=[C:13]([O:19][CH3:20])[CH:12]=1)=O.[CH3:29][CH2:30][O:31][C:32]([CH2:34][C:35]([CH2:37][C:38]([O:40][CH2:41][CH3:42])=[O:39])=O)=[O:33]>C(O)(=O)C>[CH3:20][O:19][C:13]1[CH:12]=[C:11]([C:9]2[C:8]3[C:7](=[CH:24][C:23]([O:25][CH3:26])=[C:22]([O:27][CH3:28])[CH:21]=3)[N:6]=[C:35]([CH2:34][C:32]([O:31][CH2:30][CH3:29])=[O:33])[C:37]=2[C:38]([O:40][CH2:41][CH3:42])=[O:39])[CH:16]=[CH:15][C:14]=1[O:17][CH3:18]. Reported procedure: Conc. sulfuric acid (1.5 ml) was added to a mixture of 2-amino-4,5,3',4'-tetramethoxybenzophenone (50.0 g), diethyl acetonedicarboxylate (35.0 g) and acetic acid (400 ml), and the mixture was stirred at 100° C. for 2.5 hours. The reaction mixture was concentrated under reduced pressure. The residue was poured into water, neutralized with an aqueous saturated solution of sodium bicarbonate, and extracted with chloroform. The chloroform layer was washed with water and dried over magnesium sulfate,...